The task is: describe an organic reaction: reactants, conditions, products, and yield. This data is from the Open Reaction Database (ORD), a public repository of structured organic reaction records. Reported procedure: N-(5-Benzyloxy-6-hydroxymethyl-4-oxo-4H-pyran-2-ylmethyl)-4-chloro-benzenesulfonamide (10-07) (3.5 g, 46.17%) was synthesized as a white solid from 4-chloro-N-(5-hydroxy-6-hydroxymethyl-4-oxo-4H-pyran-2-ylmethyl)-benzenesulfonamide (9-07) (6.0 g, 17.39 mmol) following the procedure described for N-(5-benzyloxy-6-hydroxymethyl-4-oxo-4H-pyran-2-ylmethyl)-benzenesulfonamide (10-01). As a reaction SMILES: [Cl:1][C:2]1[CH:7]=[CH:6][C:5]([S:8]([NH:11][CH2:12][C:13]2[O:14][C:15]([CH2:21][OH:22])=[C:16]([OH:20])[C:17](=[O:19])[CH:18]=2)(=[O:10])=[O:9])=[CH:4][CH:3]=1.[CH2:23](OC1C(=O)C=C(CNS(C2C=CC=CC=2)(=O)=O)OC=1CO)[C:24]1[CH:29]=[CH:28][CH:27]=[CH:26][CH:25]=1>>[CH2:23]([O:20][C:16]1[C:17](=[O:19])[CH:18]=[C:13]([CH2:12][NH:11][S:8]([C:5]2[CH:6]=[CH:7][C:2]([Cl:1])=[CH:3][CH:4]=2)(=[O:10])=[O:9])[O:14][C:15]=1[CH2:21][OH:22])[C:24]1[CH:29]=[CH:28][CH:27]=[CH:26][CH:25]=1. The reactants are ClC1=CC=C(C=C1)S(=O)(=O)NCC=1OC(=C(C(C1)=O)O)CO (4-Chloro-N-(5-hydroxy-6-hydroxymethyl-4-oxo-4H-pyran-2-ylmethyl)-benzenesulfonamide), C(C1=CC=CC=C1)OC=1C(C=C(OC1CO)CNS(=O)(=O)C1=CC=CC=C1)=O (N-(5-benzyloxy-6-hydroxymethyl-4-oxo-4H-pyran-2-ylmethyl)-benzene sulfonamide). Yield: 46.2%. Product: C(C1=CC=CC=C1)OC=1C(C=C(OC1CO)CNS(=O)(=O)C1=CC=C(C=C1)Cl)=O (N-(5-Benzyloxy-6-hydroxymethyl-4-oxo-4H-pyran-2-ylmethyl)-4-chloro-benzenesulfonamide). Starting materials: C(C)(=O)C1=CC=CC=C1 (acetophenone), NC1=CC=CC=2C3=CC=CC=C3C(C12)=O (1-amino-9-fluorenone), P(=O)(OC1=CC=CC=C1)(OC1=CC=CC=C1)[O-] (diphenyl phosphate), resultant mixture. The product is C1(=CC=CC=C1)C=1N=C2C=CC=C3C2=C(C1)C1=CC=CC=C13 (2-phenylindeno[1,2,3-de]quinoline). Isolated yield 45.0%. Reaction SMILES: [C:1]([C:4]1[CH:9]=[CH:8][CH:7]=[CH:6][CH:5]=1)(=O)[CH3:2].[NH2:10][C:11]1[C:23]2[C:22](=O)[C:21]3[C:16](=[CH:17][CH:18]=[CH:19][CH:20]=3)[C:15]=2[CH:14]=[CH:13][CH:12]=1.P([O-])(OC1C=CC=CC=1)(OC1C=CC=CC=1)=O>>[C:4]1([C:1]2[N:10]=[C:11]3[C:23]4=[C:22]([C:21]5[C:16]([C:15]4=[CH:14][CH:13]=[CH:12]3)=[CH:17][CH:18]=[CH:19][CH:20]=5)[CH:2]=2)[CH:9]=[CH:8][CH:7]=[CH:6][CH:5]=1. Procedure details: In a round-bottomed flask, 9.0 mmol of acetophenone, 3.0 mmol of 1-amino-9-fluorenone (manufactured by Aldrich), and 1.5 mmol of diphenyl phosphate were placed, and the resultant mixture was irradiated with microwave (2,450 MHz) for 10 minutes under argon atmosphere. The reaction solution was cooled to room temperature, concentrated, and then separated and purified by silica gel column chromatography (eluant: dichloromethane and methanol), to give 2-phenylindeno[1,2,3-de]quinoline. The isolation... Product: CCOC(=O)ON(CC(O)CP(=O)(OCC)OCC)C(=O)OCC. Reactants: CCOC(=O)ON(CC(CP(=O)(OCC)OCC)OC1CCCCO1)C(=O)OCC, CCO, Cl. Reaction SMILES: [CH2:1]([CH3:2])[O:3][C:4](=[O:5])[N:6]([O:7][C:8](=[O:9])[O:10][CH2:11][CH3:12])[CH2:13][CH:14]([CH2:15][P:16]([O:17][CH2:18][CH3:19])([O:20][CH2:21][CH3:22])=[O:23])[O:24][CH:25]1[CH2:26][CH2:27][CH2:28][CH2:29][O:30]1.[CH3:32][CH2:33][OH:34].[ClH:31]>>[CH2:1]([CH3:2])[O:3][C:4](=[O:5])[N:6]([O:7][C:8](=[O:9])[O:10][CH2:11][CH3:12])[CH2:13][CH:14]([CH2:15][P:16]([O:17][CH2:18][CH3:19])([O:20][CH2:21][CH3:22])=[O:23])[OH:24]. Yields the product Cl.NC1=CC=C(C=C1)CS(=O)(=O)OC1=CC=CC=C1 (Phenyl 4-aminobenzenemethanesulphonate hydrochloride). Reaction SMILES: [N+:1]([C:4]1[CH:9]=[CH:8][C:7]([CH2:10][S:11]([O:14][C:15]2[CH:20]=[CH:19][CH:18]=[CH:17][CH:16]=2)(=[O:13])=[O:12])=[CH:6][CH:5]=1)([O-])=O.[ClH:21]>C(OCC)(=O)C.C(O)C.[Pd]=O>[ClH:21].[NH2:1][C:4]1[CH:9]=[CH:8][C:7]([CH2:10][S:11]([O:14][C:15]2[CH:16]=[CH:17][CH:18]=[CH:19][CH:20]=2)(=[O:13])=[O:12])=[CH:6][CH:5]=1 |f:5.6|. Starting materials: [N+](=O)([O-])C1=CC=C(C=C1)CS(=O)(=O)OC1=CC=CC=C1 (phenyl 4-nitrobenzenemethanesulphonate), Cl (hydrochloric acid). Run in C(C)O (ethanol), C(C)(=O)OCC (ethyl acetate). Procedure details: A solution of phenyl 4-nitrobenzenemethanesulphonate (1.6 g) in ethyl acetate (200 ml) and concentrated hydrochloric acid (1 ml) was hydrogenated over prereduced 5% palladium oxide on charcoal (50% aqueous paste 0.4 g) in ethanol (10 ml) at atmospheric pressure and temperature. The catalyst was filtered off and the filtrate concentrated to give the title compound as a solid (1.55 g). A small sample (0.2 g) was crystallized from isopropyl acetate (10 ml) and a few drops of methanol to give analyt... The reagents and catalysts are [Pd]=O (palladium oxide).